Dataset: the Open Reaction Database (ORD), a public repository of structured organic reaction records. Task: describe an organic reaction: reactants, conditions, products, and yield The reactants are C(C1=CC=CC=C1)N1C(=NC2=C(C1=O)C(=NO2)C)C(CC)Br ((±)-5-Benzyl-6-(1-bromo-propyl)-3-methyl-5H-isoxazolo[5,4-d]pyrimidin-4-one), C(=O)(OC(C)(C)C)NCCCN (N-BOC-1,3-diaminopropane). Solvent: CCO (EtOH). The product is C(C)(C)(C)OC(NCCCNC(CC)C=1N(C(C2=C(N1)ON=C2C)=O)CC2=CC=CC=C2)=O ((±)-{3-[1-(5-Benzyl-3-methyl-4-Oxo-4,5-dihydro-isoxazolo[5,4-d]pyrimidin-6-yl)-propylamino]-propyl}-carbamic acid tert-butyl ester). The yield is 65.9%. As a reaction SMILES: [CH2:1]([N:8]1[C:13](=[O:14])[C:12]2[C:15]([CH3:18])=[N:16][O:17][C:11]=2[N:10]=[C:9]1[CH:19](Br)[CH2:20][CH3:21])[C:2]1[CH:7]=[CH:6][CH:5]=[CH:4][CH:3]=1.[C:23]([NH:30][CH2:31][CH2:32][CH2:33][NH2:34])([O:25][C:26]([CH3:29])([CH3:28])[CH3:27])=[O:24]>CCO>[C:26]([O:25][C:23](=[O:24])[NH:30][CH2:31][CH2:32][CH2:33][NH:34][CH:19]([C:9]1[N:8]([CH2:1][C:2]2[CH:7]=[CH:6][CH:5]=[CH:4][CH:3]=2)[C:13](=[O:14])[C:12]2[C:15]([CH3:18])=[N:16][O:17][C:11]=2[N:10]=1)[CH2:20][CH3:21])([CH3:29])([CH3:27])[CH3:28]. Reported procedure: A solution the compound of Example 1 Step 4 (200 mg, 0.55 mmol) in EtOH (25 mL) was treated with N-BOC-1,3-diaminopropane (240 mg, 1.38 mmol) and stirred at reflux for 6 h. The mixture was cooled to room temperature and concentrated under vacuum. The residue was purified by flash chromatography on SiO2 (50% EtOAc/Hexane) to afford the desired product as a yellow oil (165 mg, 66%); 1H NMR (DMSO-d6) δ 7.35 (m, 5H), 5.47 (m, 2H), 4.67 (s, 1H), 2.84 (m, 2H), 2.54 (m, 2H), 2.50 (s, 3H), 1.83 (m, 2H),...